describe an organic reaction: reactants, conditions, products, and yield From a dataset of the Open Reaction Database (ORD), a public repository of structured organic reaction records. The reactants are CCN=C=NCCCN(C)C (WSC), C(C)NC(=O)C1=CC=C(C=C1)N1N=NC(=C1CCCCCF)C(=O)O (1-{4-[(Ethylamino)carbonyl]phenyl}-5-(5-fluoropentyl)-1H-1,2,3-triazole-4-carboxylic acid), C=1C=CC2=C(C1)N=NN2O (HOBt), C1(CC1)N (cyclopropylamine). The solvent is C(C)#N.CN(C)C=O (acetonitrile DMF), C([O-])([O-])=O.[Na+].[Na+] (sodium carbonate). Run at time 12.5 hour. Product: C1(CC1)NC(=O)C=1N=NN(C1CCCCCF)C1=CC=C(C=C1)C(=O)NCC (N-cyclopropyl-1-{4-[(ethylamino)carbonyl]phenyl}-5-(5-fluoropentyl)-1H-1,2,3-triazole-4-carboxamide). Isolated yield 212.1%. As a reaction SMILES: [CH2:1]([NH:3][C:4]([C:6]1[CH:11]=[CH:10][C:9]([N:12]2[C:16]([CH2:17][CH2:18][CH2:19][CH2:20][CH2:21][F:22])=[C:15]([C:23]([OH:25])=O)[N:14]=[N:13]2)=[CH:8][CH:7]=1)=[O:5])[CH3:2].C1C=C[C:29]2N(O)N=[N:32][C:30]=2[CH:31]=1.C1(N)CC1.CCN=C=NCCCN(C)C>C(#N)C.CN(C=O)C.C(=O)([O-])[O-].[Na+].[Na+]>[CH:30]1([NH:32][C:23]([C:15]2[N:14]=[N:13][N:12]([C:9]3[CH:8]=[CH:7][C:6]([C:4]([NH:3][CH2:1][CH3:2])=[O:5])=[CH:11][CH:10]=3)[C:16]=2[CH2:17][CH2:18][CH2:19][CH2:20][CH2:21][F:22])=[O:25])[CH2:31][CH2:29]1 |f:4.5,6.7.8|. Reported procedure: 1-{4-[(Ethylamino)carbonyl]phenyl}-5-(5-fluoropentyl)-1H-1,2,3-triazole-4-carboxylic acid (353 mg, 1.01 mmol) obtained in Example 111b), HOBt (55.3 mg, 0.405 mmol, 0.4 eq.) and cyclopropylamine (0.094 ml, 1.32 mmol, 1.3 eq.) were dissolved in acetonitrile-DMF (2:1, 4.5 ml), WSC (218 mg, 1.11 mmol, 1.1 eq.) was added, and the mixture was stirred at room temperature for 12.5 hr. The reaction mixture was diluted with 2% aqueous sodium carbonate solution (20 ml), and the mixture was stirred at room ... Starting materials: [H-].[Na+] (NaH), ClC=1NC2=C(N1)C(=C(C(=C2Cl)Cl)Cl)Cl (2,4,5,6,7-pentachlorobenzimidazole), C(C1=CC=CC=C1)OCCOCCl ((2-Benzyloxyethoxy)methylchloride). The solvent is CC#N (CH3CN), CC#N (CH3CN). Yields the product ClC1=NC2=C(N1COCCOCC1=CC=CC=C1)C(=C(C(=C2Cl)Cl)Cl)Cl (2,4,5,6,7-Pentachloro-1-(2-benzyloxyethoxymethyl)benzimidazole). The yield is 38.4%. As a reaction SMILES: [H-].[Na+].[Cl:3][C:4]1[NH:5][C:6]2[C:12]([Cl:13])=[C:11]([Cl:14])[C:10]([Cl:15])=[C:9]([Cl:16])[C:7]=2[N:8]=1.[CH2:17]([O:24][CH2:25][CH2:26][O:27][CH2:28]Cl)[C:18]1[CH:23]=[CH:22][CH:21]=[CH:20][CH:19]=1>CC#N>[Cl:3][C:4]1[N:5]([CH2:28][O:27][CH2:26][CH2:25][O:24][CH2:17][C:18]2[CH:23]=[CH:22][CH:21]=[CH:20][CH:19]=2)[C:6]2[C:12]([Cl:13])=[C:11]([Cl:14])[C:10]([Cl:15])=[C:9]([Cl:16])[C:7]=2[N:8]=1 |f:0.1|. Procedure details: NaH (0.033 g, 1.52 mmole, 90% oil disperson) was added to a stirred suspension of 2,4,5,6,7-pentachlorobenzimidazole (14) (0.3 g, 1.03 mmole) in dry CH3CN (35 mL) under a N2 atmosphere. The solution was stirred until H2 evolution had ceased and a clear solution was obtained (20 min.). (2-Benzyloxyethoxy)methylchloride (0.31 g, 1.54 mmole) in CH3CN (10 mL) was then added dropwise. The reaction mixture was stirred for an additional 15 hr. The resulting mixture was concentrated under reduced pressu... Product: C(C)(C)NC(=O)NNC(=S)NCCCOC1=CC(=CC=C1)CN1CCCCC1 (N-Isopropyl-2-[[3-[3-(1-piperidinylmethyl)phenoxy]propyl]aminothioxomethyl]hydrazine carboxamide). Reaction SMILES: [N:1]1([CH2:7][C:8]2[CH:9]=[C:10]([CH:20]=[CH:21][CH:22]=2)[O:11][CH2:12][CH2:13][CH2:14][NH:15][C:16]([NH:18][NH2:19])=[S:17])[CH2:6][CH2:5][CH2:4][CH2:3][CH2:2]1.[CH:23]([N:26]=[C:27]=[O:28])([CH3:25])[CH3:24]>>[CH:23]([NH:26][C:27]([NH:19][NH:18][C:16]([NH:15][CH2:14][CH2:13][CH2:12][O:11][C:10]1[CH:20]=[CH:21][CH:22]=[C:8]([CH2:7][N:1]2[CH2:6][CH2:5][CH2:4][CH2:3][CH2:2]2)[CH:9]=1)=[S:17])=[O:28])([CH3:25])[CH3:24]. Procedure: The compound is prepared by a method analogous to that of Example 9 from N-[3-[3-(1-piperidinylmethyl)phenoxy]propyl]-hydrazine carbothioamide and isopropyl isocyanate. The analytical values are summarized in Table I. Reactants: N1(CCCCC1)CC=1C=C(OCCCNC(=S)NN)C=CC1 (N-[3-[3-(1-piperidinylmethyl)phenoxy]propyl]-hydrazine carbothioamide), C(C)(C)N=C=O (isopropyl isocyanate). Reactants: Clc1ccc(Br)cc1CBr, CC(C)[Mg+], [Cl-], [Cl-], [Cl-], N#C[Cu], CC(C)[Si](C#Cc1ccc(I)cc1)(C(C)C)C(C)C, [Li+], N, [NH4+], C1CCOC1, O. The product is CC(C)[Si](C#Cc1ccc(Cc2cc(Br)ccc2Cl)cc1)(C(C)C)C(C)C. As a reaction SMILES: [Br:30][c:31]1[cH:32][c:33]([CH2:38][Br:39])[c:34]([Cl:37])[cH:35][cH:36]1.[CH:2]([Mg+:3])([CH3:4])[CH3:5].[Cl-:1].[Cl-:28].[Cl-:40].[Cu:25][C:26]#[N:27].[I:6][c:7]1[cH:8][cH:9][c:10]([C:13]#[C:14][Si:15]([CH:16]([CH3:17])[CH3:18])([CH:19]([CH3:20])[CH3:21])[CH:22]([CH3:23])[CH3:24])[cH:11][cH:12]1.[Li+:29].[NH3:42].[NH4+:41].[O:43]1[CH2:44][CH2:45][CH2:46][CH2:47]1.[OH2:48]>>[c:7]1([CH2:38][c:33]2[cH:32][c:31]([Br:30])[cH:36][cH:35][c:34]2[Cl:37])[cH:8][cH:9][c:10]([C:13]#[C:14][Si:15]([CH:16]([CH3:17])[CH3:18])([CH:19]([CH3:20])[CH3:21])[CH:22]([CH3:23])[CH3:24])[cH:11][cH:12]1. Starting materials: COS(=O)(=O)OC (Dimethylsulfate), OC1=NC(=CC(=N1)O)C (2,4-dihydroxy-6-methylpyrimidine), C(C)(=O)O (acetic acid). Solvent: [OH-].[Na+] (NaOH). Conditions: temperature 40 celsius, time 4 hour. Product: CN1C(N(C(C=C1C)=O)C)=O (1,3,6-Trimethyl-1H,3H-pyrimidine-2,4-dione). Yield: 43.0%. Reaction SMILES: COS([O:6][CH3:7])(=O)=O.O[C:9]1[N:14]=[C:13]([OH:15])[CH:12]=[C:11]([CH3:16])[N:10]=1.[C:17](O)(=O)C>[OH-].[Na+]>[CH3:17][N:10]1[C:11]([CH3:16])=[CH:12][C:13](=[O:15])[N:14]([CH3:9])[C:7]1=[O:6] |f:3.4|. Procedure: (See, e.g., Azas et al., Farmaco. 58:1263-1270 (2003)). Dimethylsulfate (106 g, 80 ml, 844 mmol) was added dropwise to a solution of 2,4-dihydroxy-6-methylpyrimidine (30 g, 238 mmol) in 280 mL of 4 N NaOH at 40° C. After stirring for 4 h at 40° C., the reaction mixture was neutralized with careful addition of acetic acid and extracted 3 times with 100 mL of ethyl acetate. Combined organics were dried over MgSO4 and concentrated in vacuo to yield a white solid. Recrystallization from ethanol yiel... The reactants are C1CCOC1, Cc1ccccc1, [Li]CCCC, C#CC1CC1, Nc1c(F)cc(Cl)cc1C(=O)C(F)(F)F. Product: Nc1c(F)cc(Cl)cc1C(O)(C#CC1CC1)C(F)(F)F. Reaction SMILES: [CH2:33]1[O:34][CH2:35][CH2:36][CH2:37]1.[CH3:26][c:27]1[cH:28][cH:29][cH:30][cH:31][cH:32]1.[CH3:6][CH2:7][CH2:8][CH2:9][Li:10].[CH:1]1([C:4]#[CH:5])[CH2:2][CH2:3]1.[NH2:11][c:12]1[c:13]([C:20]([C:21]([F:22])([F:23])[F:24])=[O:25])[cH:14][c:15]([Cl:19])[cH:16][c:17]1[F:18]>>[CH:1]1([C:4]#[C:5][C:20]([c:13]2[c:12]([NH2:11])[c:17]([F:18])[cH:16][c:15]([Cl:19])[cH:14]2)([C:21]([F:22])([F:23])[F:24])[OH:25])[CH2:2][CH2:3]1.